Dataset: the Open Reaction Database (ORD), a public repository of structured organic reaction records. Task: describe an organic reaction: reactants, conditions, products, and yield Starting materials: C(C)(C)(C)OC(=O)N1CCN(CC1)[C@H](C)C1=CC=C(C=C1)F (4-[(1R)-1-(4-fluoro-phenyl)-ethyl]-piperazine-1-carboxylic acid tert-butyl ester), ClC1=CC(=NC=N1)OC1=CC=CC2=C1N=C(S2)NC(C)=O (N-[4-(6-chloro-pyrimidin-4-yloxy)-benzothiazol-2-yl]-acetamide). Yields the product FC1=CC=C(C=C1)[C@@H](C)N1CCN(CC1)C1=CC(=NC=N1)OC1=CC=CC2=C1N=C(S2)NC(C)=O (N-[4-(6-{4-[(1R)-1-(4-Fluoro-phenyl)-ethyl]-piperazine1-yl}-pyrimidin-4-yloxy)-benzothiazol-2-yl]-acetamide). RXN SMILES: C(O[C:6]([N:8]1[CH2:13][CH2:12][N:11]([C@@H:14]([C:16]2[CH:21]=[CH:20][C:19]([F:22])=[CH:18][CH:17]=2)[CH3:15])[CH2:10][CH2:9]1)=O)(C)(C)C.ClC1[N:29]=[CH:28][N:27]=[C:26]([O:30][C:31]2[C:36]3[N:37]=[C:38]([NH:40][C:41](=[O:43])[CH3:42])[S:39][C:35]=3[CH:34]=[CH:33][CH:32]=2)[CH:25]=1>>[F:22][C:19]1[CH:18]=[CH:17][C:16]([C@H:14]([N:11]2[CH2:10][CH2:9][N:8]([C:6]3[N:29]=[CH:28][N:27]=[C:26]([O:30][C:31]4[C:36]5[N:37]=[C:38]([NH:40][C:41](=[O:43])[CH3:42])[S:39][C:35]=5[CH:34]=[CH:33][CH:32]=4)[CH:25]=3)[CH2:13][CH2:12]2)[CH3:15])=[CH:21][CH:20]=1. Procedure details: According to the procedures described in Example 21(b), 4-[(1R)-1-(4-fluoro-phenyl)-ethyl]-piperazine-1-carboxylic acid tert-butyl ester, Example 21(a), (0.48 g, 1.6 mmol) and N-[4-(6-chloro-pyrimidin-4-yloxy)-benzothiazol-2-yl]-acetamide, Example 1(b), (0.512 g, 1.6 mmol) provided the title compound as a white solid. M.p.: 243.8-245.9° C. MS (ESI, pos. ion.) m/z: 493 (M+1).